From a dataset of the Open Reaction Database (ORD), a public repository of structured organic reaction records. describe an organic reaction: reactants, conditions, products, and yield Starting materials: CC(=O)[O-], O=C([O-])O, CC(=O)[O-], CCC(O)(C=Cc1ccc(C(CC)(CC)c2ccc(B3OC(C)(C)C(C)(C)O3)cc2)cc1C)CC, COC(=O)Cc1cc(F)cc(Cl)c1, Cc1ccccc1, COc1cccc(OC)c1-c1ccccc1P(C1CCCCC1)C1CCCCC1, [K+], [K+], [K+], [Na+], O, O=P([O-])([O-])[O-], [Pd+2]. The product is CCC(O)(C=Cc1ccc(C(CC)(CC)c2ccc(-c3cc(F)cc(CC(=O)OC)c3)cc2)cc1C)CC. As a reaction SMILES: [C:103]([O-:104])(=[O:105])[CH3:106].[C:86](=[O:87])([OH:88])[O-:89].[C:98]([O-:99])(=[O:100])[CH3:101].[CH2:51]([CH3:52])[C:53]([CH:54]=[CH:55][c:56]1[c:57]([CH3:82])[cH:58][c:59]([C:62]([CH2:63][CH3:64])([c:65]2[cH:66][cH:67][c:68]([B:71]3[O:72][C:73]([CH3:74])([CH3:75])[C:76]([CH3:77])([CH3:78])[O:79]3)[cH:69][cH:70]2)[CH2:80][CH3:81])[cH:60][cH:61]1)([CH2:83][CH3:84])[OH:85].[CH3:1][O:2][C:3]([CH2:4][c:5]1[cH:6][c:7]([Cl:12])[cH:8][c:9]([F:11])[cH:10]1)=[O:13].[CH3:91][c:92]1[cH:93][cH:94][cH:95][cH:96][cH:97]1.[CH:14]1([P:15]([CH:16]2[CH2:17][CH2:18][CH2:19][CH2:20][CH2:21]2)[c:22]2[cH:23][cH:24][cH:25][cH:26][c:27]2-[c:28]2[c:29]([O:30][CH3:31])[cH:32][cH:33][cH:34][c:35]2[O:36][CH3:37])[CH2:38][CH2:39][CH2:40][CH2:41][CH2:42]1.[K+:48].[K+:49].[K+:50].[Na+:90].[OH2:107].[P:43]([O-:44])([O-:45])([O-:46])=[O:47].[Pd+2:102]>>[CH3:1][O:2][C:3]([CH2:4][c:5]1[cH:6][c:7](-[c:68]2[cH:67][cH:66][c:65]([C:62]([c:59]3[cH:58][c:57]([CH3:82])[c:56]([CH:55]=[CH:54][C:53]([CH2:51][CH3:52])([CH2:83][CH3:84])[OH:85])[cH:61][cH:60]3)([CH2:63][CH3:64])[CH2:80][CH3:81])[cH:70][cH:69]2)[cH:8][c:9]([F:11])[cH:10]1)=[O:13]. Reactants: ClC1=CC=CC=2N1N=C(C2C2=CC(=NC=C2)F)CCC (7-chloro-3-(2-fluoropyridin-4-yl)-2-propylpyrazolo[1,5-a]pyridine), C1(CCCC1)N (cyclopentylamine). The product is C1(CCCC1)NC1=CC=CC=2N1N=C(C2C2=CC(=NC=C2)NC2CCCC2)CCC (N-cyclopentyl-3-[2-(cyclopentylamino)pyridin-4-yl]-2-propylpyrazolo[1,5-a]pyridin-7-amine). Yield: 77.0%. As a reaction SMILES: Cl[C:2]1[N:7]2[N:8]=[C:9]([CH2:18][CH2:19][CH3:20])[C:10]([C:11]3[CH:16]=[CH:15][N:14]=[C:13](F)[CH:12]=3)=[C:6]2[CH:5]=[CH:4][CH:3]=1.[CH:21]1([NH2:26])[CH2:25][CH2:24][CH2:23][CH2:22]1>>[CH:21]1([NH:26][C:2]2[N:7]3[N:8]=[C:9]([CH2:18][CH2:19][CH3:20])[C:10]([C:11]4[CH:16]=[CH:15][N:14]=[C:13]([NH:26][CH:21]5[CH2:25][CH2:24][CH2:23][CH2:22]5)[CH:12]=4)=[C:6]3[CH:5]=[CH:4][CH:3]=2)[CH2:25][CH2:24][CH2:23][CH2:22]1. Procedure details: A solution of 7-chloro-3-(2-fluoropyridin-4-yl)-2-propylpyrazolo[1,5-a]pyridine (41 mg, 0.14 mmol) in cyclopentylamine (5 mL) was heated in a sealed vessel at 150° C. for 18 h. The mixture was cooled to room temperature and concentrated in vacuo and the residue was purified by flash chromatography on silica gel (2:1 hexane-ethyl acetate) to give N-cyclopentyl-3-[2-(cyclopentylamino)pyridin-4-yl]-2-propylpyrazolo[1,5-a]pyridin-7-amine (44 mg, 77%) as a yellow solid. 1H NMR (CDCl3) δ 8.10 (d, 1H),...